From a dataset of the Open Reaction Database (ORD), a public repository of structured organic reaction records. describe an organic reaction: reactants, conditions, products, and yield Reactants: O=C([O-])[O-], CN(C)C=O, O=C(Nc1cn2nc(I)ccc2n1)C1CC1, [K+], [K+], Nc1cc(O)ccc1Cl. Yields the product Nc1cc(Oc2ccc3nc(NC(=O)C4CC4)cn3n2)ccc1Cl. Reaction SMILES: [C:26](=[O:27])([O-:28])[O-:29].[CH3:32][N:33]([CH3:34])[CH:35]=[O:36].[I:1][c:2]1[cH:3][cH:4][c:5]2[n:6]([n:7]1)[cH:8][c:9]([NH:11][C:12](=[O:13])[CH:14]1[CH2:15][CH2:16]1)[n:10]2.[K+:30].[K+:31].[NH2:17][c:18]1[cH:19][c:20]([OH:25])[cH:21][cH:22][c:23]1[Cl:24]>>[c:2]1([O:25][c:20]2[cH:19][c:18]([NH2:17])[c:23]([Cl:24])[cH:22][cH:21]2)[cH:3][cH:4][c:5]2[n:6]([n:7]1)[cH:8][c:9]([NH:11][C:12](=[O:13])[CH:14]1[CH2:15][CH2:16]1)[n:10]2. Starting materials: C(=C)C(C1=CC=CC=C1)Cl (vinylbenzyl chloride), C(C)(=O)[O-].[K+] (potassium acetate), CS(=O)C (DMSO). The solvent is O (water). Run at temperature 40 celsius, time 48 hour. Product: C(C)(=O)OC(C1=CC=CC=C1)C=C (Vinylbenzyl Acetate). RXN SMILES: [CH:1]([CH:3](Cl)[C:4]1[CH:9]=[CH:8][CH:7]=[CH:6][CH:5]=1)=[CH2:2].[C:11]([O-:14])(=[O:13])[CH3:12].[K+].CS(C)=O>O>[C:11]([O:14][CH:3]([CH:1]=[CH2:2])[C:4]1[CH:9]=[CH:8][CH:7]=[CH:6][CH:5]=1)(=[O:13])[CH3:12] |f:1.2|. Reported procedure: In a one liter 3-neck round bottom flask equipped with a condenser, mechanical stirrer and thermometer, 108 grams (0.708 mol) of vinylbenzyl chloride (60/40 m-/p-) and 808 grams (0.815 mol) of potassium acetate were added, followed by 250 mLs of DMSO. The mixture was stirred at 40° C. for 48 hours. After allowing to cool to room temperature, the mixture was diluted with water and poured into a separatory funnel. The organic layer was separated, followed by an extraction of the aqueous layer with... Reactants: BrC=1C=CC2=C(CC(O2)C2CCN(CC2)S(=O)(=O)CCC)C1 (4-(5-Bromo-2,3-dihydrobenzofuran-2-yl)-1-(propylsulfonyl)piperidine), CC1(OB(OC1(C)C)C1=CCN(CC1)C(=O)OC(C)(C)C)C (tert-butyl 4-(4,4,5,5-tetramethyl-1,3,2-dioxaborolan-2-yl)-5,6-dihydropyridine-1(2H)-carboxylate), FC1=CC(=CC=2CC(OC21)C2(CCN(CC2)C2=NC=C(C=N2)CCC)O)C2=CCN(CC2)C(=O)OC(C)(C)C (tert-Butyl 4-(7-fluoro-2-(4-hydroxy-1-(5-propylpyrimidin-2-yl)piperidin-4-yl)-2,3-dihydrobenzofuran-5-yl)-5,6-dihydropyridine-1(2H)-carboxylate). The product is C(CC)S(=O)(=O)N1CCC(CC1)C1OC2=C(C1)C=C(C=C2)C2=CCN(CC2)C(=O)OC(C)(C)C (tert-Butyl 4-(2-(1-(propylsulfonyl)piperidin-4-yl)-2,3-dihydrobenzofuran-5-yl)-5,6-dihydropyridine-1(2H)-carboxylate). RXN SMILES: Br[C:2]1[CH:3]=[CH:4][C:5]2[O:9][CH:8]([CH:10]3[CH2:15][CH2:14][N:13]([S:16]([CH2:19][CH2:20][CH3:21])(=[O:18])=[O:17])[CH2:12][CH2:11]3)[CH2:7][C:6]=2[CH:22]=1.CC1(C)C(C)(C)OB([C:31]2[CH2:36][CH2:35][N:34]([C:37]([O:39][C:40]([CH3:43])([CH3:42])[CH3:41])=[O:38])[CH2:33][CH:32]=2)O1.FC1C2OC(C3(O)CCN(C4N=CC(CCC)=CN=4)CC3)CC=2C=C(C2CCN(C(OC(C)(C)C)=O)CC=2)C=1>>[CH2:19]([S:16]([N:13]1[CH2:14][CH2:15][CH:10]([CH:8]2[CH2:7][C:6]3[CH:22]=[C:2]([C:31]4[CH2:36][CH2:35][N:34]([C:37]([O:39][C:40]([CH3:43])([CH3:42])[CH3:41])=[O:38])[CH2:33][CH:32]=4)[CH:3]=[CH:4][C:5]=3[O:9]2)[CH2:11][CH2:12]1)(=[O:18])=[O:17])[CH2:20][CH3:21]. Reported procedure: Compound 10B was prepared from Compound 10A and tert-butyl 4-(4,4,5,5-tetramethyl-1,3,2-dioxaborolan-2-yl)-5,6-dihydropyridine-1(2H)-carboxylate in a similar manner to the procedure described for Compound 1I in Example 1.